From a dataset of the Open Reaction Database (ORD), a public repository of structured organic reaction records. describe an organic reaction: reactants, conditions, products, and yield The reactants are OC1C=C(C(C2(CCCC2)C1)C(=O)OCC)C (ethyl 9-hydroxy-7-methylspiro[4.5]dec-7-ene-6-carboxylate), C(C)[SiH](CC)CC (triethylsilane), B(F)(F)F.CCOCC (BF3.OEt2), ice. Solvent: ClCCl (dichloromethane). Conditions: time 45 minute. Yields the product crude product, CC=1C(C2(CCCC2)CCC1)C(=O)OCC (ethyl 7-methylspiro[4.5]dec-7-ene-6-carboxylate). Isolated yield 70.0%. Reaction SMILES: O[CH:2]1[CH2:11][C:6]2([CH2:10][CH2:9][CH2:8][CH2:7]2)[CH:5]([C:12]([O:14][CH2:15][CH3:16])=[O:13])[C:4]([CH3:17])=[CH:3]1.C([SiH](CC)CC)C.B(F)(F)F.CCOCC>ClCCl>[CH3:17][C:4]1[CH:5]([C:12]([O:14][CH2:15][CH3:16])=[O:13])[C:6]2([CH2:11][CH2:2][CH:3]=1)[CH2:10][CH2:9][CH2:8][CH2:7]2 |f:2.3|. Procedure: At −20° C., a solution of ethyl 9-hydroxy-7-methylspiro[4.5]dec-7-ene-6-carboxylate (1.5 g, 6.3 mmol, cis/trans 34:66, prepared as described in example 16) in dichloromethane was treated with successively with triethylsilane (3.66 g, 31.5 mmol) and with BF3.OEt2 (1.34 g, 9.4 mmol). The resulting solution was stirred for 45 min., poured into an ice-cold 2M aqueous NaOH solution (50 ml), and extracted twice with MTBE (40 ml). The organic phases were washed with water (40 ml), with a saturated aque... Starting materials: ClC1=C(C2=C(CCN(CC2)C(C(F)(F)F)=O)C=C1)OS(=O)(=O)C(F)(F)F (7-chloro-3-(2,2,2-trifluoroacetyl)-6-trifluoromethanesulfonyloxy-2,3,4,5-tetrahydro-1H-benzo[d]azepine), C(C)(C)(C)OC(=O)NC1=CC=C(CN)C=C1 (4-(tert-butoxycarbonylamino)-benzylamine). Solvent: C1(=CC=CC=C1)C.O1CCOCC1 (toluene dioxane). Product: C(C)(C)(C)OC(=O)NC1=CC=C(CNC2=C(C=CC=3CCN(CCC32)C(C(F)(F)F)=O)Cl)C=C1 (6-(4-tert-Butoxycarbonylamino-benzylamino)-7-chloro-3-(2,2,2-trifluoroacetyl)-2,3,4,5-tetrahydro-1H-benzo[d]-azepine). Isolated yield 89.3%. Reaction SMILES: [Cl:1][C:2]1[CH:18]=[CH:17][C:5]2[CH2:6][CH2:7][N:8]([C:11](=[O:16])[C:12]([F:15])([F:14])[F:13])[CH2:9][CH2:10][C:4]=2[C:3]=1OS(C(F)(F)F)(=O)=O.[C:27]([O:31][C:32]([NH:34][C:35]1[CH:42]=[CH:41][C:38]([CH2:39][NH2:40])=[CH:37][CH:36]=1)=[O:33])([CH3:30])([CH3:29])[CH3:28]>C1(C)C=CC=CC=1.O1CCOCC1>[C:27]([O:31][C:32]([NH:34][C:35]1[CH:36]=[CH:37][C:38]([CH2:39][NH:40][C:3]2[C:4]3[CH2:10][CH2:9][N:8]([C:11](=[O:16])[C:12]([F:15])([F:14])[F:13])[CH2:7][CH2:6][C:5]=3[CH:17]=[CH:18][C:2]=2[Cl:1])=[CH:41][CH:42]=1)=[O:33])([CH3:30])([CH3:28])[CH3:29] |f:2.3|. Reported procedure: Use a method similar to the General Procedure 1-3 to couple 7-chloro-3-(2,2,2-trifluoroacetyl)-6-trifluoromethanesulfonyloxy-2,3,4,5-tetrahydro-1H-benzo[d]azepine (0.32 g, 0.76 mmol) with a solution of 4-(tert-butoxycarbonylamino)-benzylamine (0.338 g, 1.524 mmol) in anhydrous toluene/dioxane (4:1, 10 mL). Purify the crude mixture by chromatography on silica gel eluting with hexane/EtOAc (1:0 to 3:1 gradient over 30 min; 3:1 over 3 min; 3:1 to 1:1 gradient over 30 min and 1:1 over 3 min; 35 mL/m... The reactants are CC(C)c1ccc(S(=O)(=O)Nc2ccc(C3CCN(Cc4ccccc4)C3)cc2F)cc1, CCOC(C)=O, CC(=O)O. Yields the product CC(C)c1ccc(S(=O)(=O)Nc2ccc(C3CCNC3)cc2F)cc1. Reaction SMILES: [CH2:1]([c:2]1[cH:3][cH:4][cH:5][cH:6][cH:7]1)[N:8]1[CH2:9][CH:10]([c:13]2[cH:14][c:15]([F:32])[c:16]([NH:19][S:20](=[O:21])(=[O:22])[c:23]3[cH:24][cH:25][c:26]([CH:29]([CH3:30])[CH3:31])[cH:27][cH:28]3)[cH:17][cH:18]2)[CH2:11][CH2:12]1.[CH3:33][CH2:34][O:35][C:36](=[O:37])[CH3:38].[CH3:39][C:40](=[O:41])[OH:42]>>[NH:8]1[CH2:9][CH:10]([c:13]2[cH:14][c:15]([F:32])[c:16]([NH:19][S:20](=[O:21])(=[O:22])[c:23]3[cH:24][cH:25][c:26]([CH:29]([CH3:30])[CH3:31])[cH:27][cH:28]3)[cH:17][cH:18]2)[CH2:11][CH2:12]1. Starting materials: ClCC(CC1=C(C=CC=C1)Cl)(O)C1=CC=C(C=C1)F (1-chloro-3-(2-chlorophenyl)-2-(4-fluorophenyl)-2-propanol), BrN1C(=O)N(C(=O)C1(C)C)Br (1,3-dibromo-5,5-dimethylhydantoin). Solvent: ClC(Cl)(Cl)Cl (tetrachloromethane). The product is BrC(C(CCl)(O)C1=CC=C(C=C1)F)C1=C(C=CC=C1)Cl (1-Bromo-3-chloro-1-(2-chlorophenyl)-2-(4 -fluorophenyl)-2-propanol). Reported procedure: 4.0 g (13.4 mmol) of 1-chloro-3-(2-chlorophenyl)-2-(4-fluorophenyl)-2-propanol are photobrominated with 2.3 g (8.0 mmol) of 1,3-dibromo-5,5-dimethylhydantoin in 80 ml of tetrachloromethane at 35° C. while stirring vigorously and irradiating with mixed light from an Osram HWL 235 V/500 W lamp. The hydantoin is filtered off with suction, the filtrate is extracted with dilute sodium carbonate solution and water, and conventional working up provides 5.1 g of crude product as an oil which is employed... As a reaction SMILES: [Cl:1][CH2:2][C:3]([C:13]1[CH:18]=[CH:17][C:16]([F:19])=[CH:15][CH:14]=1)([OH:12])[CH2:4][C:5]1[CH:10]=[CH:9][CH:8]=[CH:7][C:6]=1[Cl:11].[Br:20]N1C(C)(C)C(=O)N(Br)C1=O>ClC(Cl)(Cl)Cl>[Br:20][CH:4]([C:5]1[CH:10]=[CH:9][CH:8]=[CH:7][C:6]=1[Cl:11])[C:3]([C:13]1[CH:14]=[CH:15][C:16]([F:19])=[CH:17][CH:18]=1)([OH:12])[CH2:2][Cl:1]. Starting materials: C(Cl)(Cl)Cl (chloroform), C(=O)NC1=CC=C(C=C1)C1CC(=C(C(C1)=O)C(CC)=O)O (5-(4-formamidophenyl)-3-hydroxy-2-propionyl-2-cyclohexen-1-one), C(C)ON (ethoxyamine). Run in C(C)O (ethanol). Run at time 3 hour. Product: C(C)ON=C(CC)C=1C(CC(CC1O)C1=CC=C(C=C1)NC=O)=O (2-[1-(ethoxyimino)propyl]-5-(4-formamidophenyl)-3-hydroxy-2-cyclohexen-1-one). The yield is 66.9%. Reaction SMILES: C(Cl)(Cl)Cl.[CH:5]([NH:7][C:8]1[CH:13]=[CH:12][C:11]([CH:14]2[CH2:19][C:18](=[O:20])[C:17]([C:21](=O)[CH2:22][CH3:23])=[C:16]([OH:25])[CH2:15]2)=[CH:10][CH:9]=1)=[O:6].[CH2:26]([O:28][NH2:29])[CH3:27]>C(O)C>[CH2:26]([O:28][N:29]=[C:21]([C:17]1[C:18](=[O:20])[CH2:19][CH:14]([C:11]2[CH:12]=[CH:13][C:8]([NH:7][CH:5]=[O:6])=[CH:9][CH:10]=2)[CH2:15][C:16]=1[OH:25])[CH2:22][CH3:23])[CH3:27]. Procedure details: Into 25 ml of chloroform was dissolved 1.3 g of 5-(4-formamidophenyl)-3-hydroxy-2-propionyl-2-cyclohexen-1-one and to the solution was added 1.0 g of ethoxyamine and 5 ml og ethanol. The mixture was kept for 3 hours in a water bath having 40° C. and the reacting solution was washed with a dilute hydrochoric acid solution and water. The solution was extracted with 15 ml of aqueous solution containing 5% of sodium hydroxide and to the alkaline solution was added a dilute hydrochloric acid solution... The reactants are FC1=CC=C(CN2[C@H]3[C@@H]4CC[C@H]([C@H]3C(=C(C2=O)C2=NS(C3=C(N2)C=CC(=C3)I)(=O)=O)O)C4)C=C1 ((1R,2S,7R,8S)-3-(4-Fluoro-benzyl)-6-hydroxy-5-(7-iodo-1,1-dioxo-1,4-dihydro-1λ6-benzo[1,2,4]thiadiazin-3-yl)-3-aza-tricyclo[6.2.1.02,7]undec-5-en-4-one), [Cu]C#N (copper(I) cyanide), CN(C=O)C (N,N-dimethylformamide). Solvent: C(C)(=O)OCC (ethyl acetate). Run at temperature 120 celsius, time 24 hour. The product is FC1=CC=C(CN2[C@H]3[C@@H]4CC[C@H]([C@H]3C(=C(C2=O)C2=NS(C3=C(N2)C=CC(=C3)C#N)(=O)=O)O)C4)C=C1 ((1R,2S,7R,8S)-3-[3-(4-fluoro-benzyl)-6-hydroxy-4-oxo-3-aza-tricyclo[6.2.1.02,7]undec-5-en-5-yl]-1,1-dioxo-1,4-dihydro-1λ6-benzo[1,2,4]thiadiazine-7-carbonitrile). Yield: 96.2%. RXN SMILES: [F:1][C:2]1[CH:34]=[CH:33][C:5]([CH2:6][N:7]2[C:16](=[O:17])[C:15]([C:18]3[NH:23][C:22]4[CH:24]=[CH:25][C:26](I)=[CH:27][C:21]=4[S:20](=[O:30])(=[O:29])[N:19]=3)=[C:14]([OH:31])[C@H:13]3[C@@H:8]2[C@H:9]2[CH2:32][C@@H:12]3[CH2:11][CH2:10]2)=[CH:4][CH:3]=1.[Cu][C:36]#[N:37].CN(C)C=O>C(OCC)(=O)C>[F:1][C:2]1[CH:34]=[CH:33][C:5]([CH2:6][N:7]2[C:16](=[O:17])[C:15]([C:18]3[NH:23][C:22]4[CH:24]=[CH:25][C:26]([C:36]#[N:37])=[CH:27][C:21]=4[S:20](=[O:30])(=[O:29])[N:19]=3)=[C:14]([OH:31])[C@H:13]3[C@@H:8]2[C@H:9]2[CH2:32][C@@H:12]3[CH2:11][CH2:10]2)=[CH:4][CH:3]=1. Procedure details: (1R,2S,7R,8S)-3-(4-Fluoro-benzyl)-6-hydroxy-5-(7-iodo-1,1-dioxo-1,4-dihydro-1λ6-benzo[1,2,4]thiadiazin-3-yl)-3-aza-tricyclo[6.2.1.02,7]undec-5-en-4-one (0.5 g, 0.84 mmol) and copper(I) cyanide (0.151 g, 1.7 mmol) were suspended anhydrous N,N-dimethylformamide (4 mL). The mixture was stirred at 120° C., under nitrogen for 24 h. Upon cooling, the mixture was diluted with ethyl acetate (20 mL) and washed with saturated aqueous ammonium chloride solution (3×15 mL). The organic phase was passed throu... Starting materials: ClS(=O)(=O)C=1C(=CC(=C(C(=O)O)C1)OC)OC (5-chlorosulfonyl-2,4-dimethoxybenzoic acid), BrCC(=O)O (bromoacetic acid), S(=O)([O-])[O-].[Na+].[Na+] (sodium sulfite), C([O-])(O)=O.[Na+] (sodium bicarbonate). Solvent: O (water), O (water). Conditions: time 1 hour. Yields the product COC1=C(C(=O)O)C=C(C(=C1)OC)S(=O)(=O)C (2,4-dimethoxy-5-methylsulfonylbenzoic acid). RXN SMILES: S([O-])([O-])=O.[Na+].[Na+].[C:7](=O)(O)[O-].[Na+].Cl[S:13]([C:16]1[C:17]([O:27][CH3:28])=[CH:18][C:19]([O:25][CH3:26])=[C:20]([CH:24]=1)[C:21]([OH:23])=[O:22])(=[O:15])=[O:14].BrCC(O)=O>O>[CH3:26][O:25][C:19]1[CH:18]=[C:17]([O:27][CH3:28])[C:16]([S:13]([CH3:7])(=[O:15])=[O:14])=[CH:24][C:20]=1[C:21]([OH:23])=[O:22] |f:0.1.2,3.4|. Reported procedure: A 0.90 g portion of sodium sulfite and 1.81 g of sodium bicarbonate were dissolved in 6 ml of water, and 2.00 g of 5-chlorosulfonyl-2,4-dimethoxybenzoic acid was added thereto, followed by 1 hour stirring. Next, 1.50 g of bromoacetic acid was added, followed by stirring at 75° C. After completion of the reaction, the reaction solution was poured into cool water, and the thus precipitated product of interest was collected by filtration, washed with water and then dried under a reduced pressure to... Reactants: OCC1=CC=C(C=C1)CC(C)=O (1-(4-hydroxymethylphenyl)propan-2-one), OC(CN)C1=CC(=C(C=C1)O)CO (2-hydroxy-2-(4-hydroxy-3-hydroxymethylphenyl) ethanamine). Reagents/catalysts: [Pt]=O (platinum oxide). Run in C(C)O (ethanol). Reaction conditions: time 8 hour. Product: OCC1=CC=C(C=C1)CC(C)NCC(C1=CC(=C(C=C1)O)CO)O (N-[2-(4-Hydroxymethylphenyl)-1-methylethyl]-2-hydroxy-2-(4-hydroxy-3-hydroxymethylphenyl)ethanamine). RXN SMILES: [OH:1][CH2:2][C:3]1[CH:8]=[CH:7][C:6]([CH2:9][C:10](=O)[CH3:11])=[CH:5][CH:4]=1.[OH:13][CH:14]([C:17]1[CH:22]=[CH:21][C:20]([OH:23])=[C:19]([CH2:24][OH:25])[CH:18]=1)[CH2:15][NH2:16]>C(O)C.[Pt]=O>[OH:1][CH2:2][C:3]1[CH:8]=[CH:7][C:6]([CH2:9][CH:10]([NH:16][CH2:15][CH:14]([OH:13])[C:17]2[CH:22]=[CH:21][C:20]([OH:23])=[C:19]([CH2:24][OH:25])[CH:18]=2)[CH3:11])=[CH:5][CH:4]=1. Procedure details: A mixture of 1-(4-hydroxymethylphenyl)propan-2-one (1.64 g) and 2-hydroxy-2-(4-hydroxy-3-hydroxymethylphenyl) ethanamine (1.23 g) in ethanol (80 ml) was refluxed 0.5 hours, cooled to ambient temperature, platinum oxide (0.1 g) added and the mixture hydrogenated at 75 psi and 50°-60° for 8 hours. The solution was filtered, evaporated, the residue taken up in ethyl acetate and filtered again. Removal of the solvent gave the title compound as an oil which was finally obtained as a hard foam, (52:48... The reactants are C(C=1C(O)=CC=CC1)=O (salicylaldehyde), NCCCCCCCCCCCCN (1,12-diaminododecane). The reagents and catalysts are [Ni] (Raney nickel). Solvent: C(C)(C)O (isopropanol). Product: OC1=C(CNCCCCCCCCCCCCNCC2=C(C=CC=C2)O)C=CC=C1 (N,N'-Bis-(2-hydroxybenzyl)-dodecamethylenediamine). Reaction SMILES: [CH:1](=O)[C:2]1[C:3](=[CH:5][CH:6]=[CH:7][CH:8]=1)[OH:4].[NH2:10][CH2:11][CH2:12][CH2:13][CH2:14][CH2:15][CH2:16][CH2:17][CH2:18][CH2:19][CH2:20][CH2:21][CH2:22][NH2:23]>C(O)(C)C.[Ni]>[OH:4][C:3]1[CH:5]=[CH:6][CH:7]=[CH:8][C:2]=1[CH2:1][NH:10][CH2:11][CH2:12][CH2:13][CH2:14][CH2:15][CH2:16][CH2:17][CH2:18][CH2:19][CH2:20][CH2:21][CH2:22][NH:23][CH2:1][C:2]1[CH:8]=[CH:7][CH:6]=[CH:5][C:3]=1[OH:4]. Reported procedure: 30.0 g of a bisazomethine prepared from 2 mols of salicylaldehyde and 1 mol of 1,12-diaminododecane and having a melting point of 72°-73° C. are hydrogenated for 2 hours in 300 ml of isopropanol in an autoclave in the presence of 3 g of Raney nickel at 90°-100° C. and under a pressure of 60 atmospheres